From a dataset of the Open Reaction Database (ORD), a public repository of structured organic reaction records. describe an organic reaction: reactants, conditions, products, and yield The reactants are C1(=CC=CC=C1)CCC(CCC1=CC=CC=C1)=O (1,5-diphenyl-3-pentanone), [H-].[Na+] (sodium hydride), C(CC(=O)C)(=O)OC (methyl acetoacetate), C(CCC)[Li] (n-Butyllithium). Run in C1CCOC1 (THF), O (H2O), C1CCOC1 (THF). Reaction conditions: time 10 minute. The product is OC1=CC(OC(C1)(CCC1=CC=CC=C1)CCC1=CC=CC=C1)=O (4-Hydroxy-6,6-diphenethyl-5,6-dihydro-pyran-2-one). RXN SMILES: [H-].[Na+].[C:3](OC)(=[O:8])[CH2:4][C:5]([CH3:7])=[O:6].C([Li])CCC.[C:16]1([CH2:22][CH2:23][C:24](=[O:33])[CH2:25][CH2:26][C:27]2[CH:32]=[CH:31][CH:30]=[CH:29][CH:28]=2)[CH:21]=[CH:20][CH:19]=[CH:18][CH:17]=1>C1COCC1.O>[OH:6][C:5]1[CH2:7][C:24]([CH2:23][CH2:22][C:16]2[CH:21]=[CH:20][CH:19]=[CH:18][CH:17]=2)([CH2:25][CH2:26][C:27]2[CH:28]=[CH:29][CH:30]=[CH:31][CH:32]=2)[O:33][C:3](=[O:8])[CH:4]=1 |f:0.1|. Procedure: Freshly distilled THF (25 mL) was cooled in an ice bath under a nitrogen atmosphere, then charged with 660 mg (16.5 mmol) sodium hydride (60% dispersion). This suspension was treated with 1.89 g (16.3 mmol) methyl acetoacetate dropwise, and the reaction was stirred for 10 minutes. n-Butyllithium (10.3 mL of 1.6M in hexanes; 16.5 mmol) was dripped in and the reaction was stirred 30 minutes. At this time 3.10 g (13 mmol) of 1,5-diphenyl-3-pentanone (Ram and Spicer, Tetrahedrom Lett., 1988, 29 (31)... Reactants: CC(=O)Cl, COc1ccc2cccc(CCN)c2c1, c1ccncc1. Yields the product COc1ccc2cccc(CCNC(C)=O)c2c1. RXN SMILES: [CH3:16][C:17]([Cl:18])=[O:19].[CH3:1][O:2][c:3]1[cH:4][cH:5][c:6]2[cH:7][cH:8][cH:9][c:10]([CH2:13][CH2:14][NH2:15])[c:11]2[cH:12]1.[cH:20]1[cH:21][cH:22][n:23][cH:24][cH:25]1>>[CH3:1][O:2][c:3]1[cH:4][cH:5][c:6]2[cH:7][cH:8][cH:9][c:10]([CH2:13][CH2:14][NH:15][C:17]([CH3:16])=[O:19])[c:11]2[cH:12]1.